Dataset: the Open Reaction Database (ORD), a public repository of structured organic reaction records. Task: describe an organic reaction: reactants, conditions, products, and yield The reactants are OC1CN(C1)C(=O)N1CC(CC(C1)C1=CC=C(C=C1)C(F)(F)F)C(=O)O (1-[(3-Hydroxyazetidin-1-yl)carbonyl]-5-[4-(trifluoromethyl)phenyl]piperidine-3-carboxylic acid), FC=1C=C(C=CC1)C(N)=NO (3-fluoro-N′-hydroxybenzenecarboximidamide). Yields the product FC=1C=C(C=CC1)C1=NOC(=N1)C1CN(CC(C1)C1=CC=C(C=C1)C(F)(F)F)C(=O)N1CC(C1)O ({3-[3-(3-Fluorophenyl)-1,2,4-oxadiazol-5-yl]-5-[4-(trifluoromethyl)phenyl]piperidin-1-yl}(3-hydroxyazetidin-1-yl)methanone). As a reaction SMILES: [OH:1][CH:2]1[CH2:5][N:4]([C:6]([N:8]2[CH2:13][CH:12]([C:14]3[CH:19]=[CH:18][C:17]([C:20]([F:23])([F:22])[F:21])=[CH:16][CH:15]=3)[CH2:11][CH:10]([C:24]([OH:26])=O)[CH2:9]2)=[O:7])[CH2:3]1.[F:27][C:28]1[CH:29]=[C:30]([C:34](=[N:36]O)[NH2:35])[CH:31]=[CH:32][CH:33]=1>>[F:27][C:28]1[CH:29]=[C:30]([C:34]2[N:36]=[C:24]([CH:10]3[CH2:11][CH:12]([C:14]4[CH:15]=[CH:16][C:17]([C:20]([F:23])([F:21])[F:22])=[CH:18][CH:19]=4)[CH2:13][N:8]([C:6]([N:4]4[CH2:5][CH:2]([OH:1])[CH2:3]4)=[O:7])[CH2:9]3)[O:26][N:35]=2)[CH:31]=[CH:32][CH:33]=1. Reported procedure: 100 mg (0.269 mmol) of 1-[(3-hydroxyazetidin-1-yl)carbonyl]-5-[4-(trifluoromethyl)phenyl]piperidine-3-carboxylic acid (Example 101A) and 45.5 mg (0.295 mmol) of 3-fluoro-N′-hydroxybenzenecarboximidamide were reacted according to the General Method 1. Yield: 46 mg (34% of theory).